Dataset: the Open Reaction Database (ORD), a public repository of structured organic reaction records. Task: describe an organic reaction: reactants, conditions, products, and yield Reactants: NCc1cccc(Br)c1, CC(C)(C)OC(=O)OC(=O)[O-], CCOC(C)=O, CCN(C(C)C)C(C)C, ClCCl, Cl. Yields the product CC(C)(C)OC(=O)NCc1cccc(Br)c1. As a reaction SMILES: [Br:2][c:3]1[cH:4][c:5]([CH2:6][NH2:7])[cH:8][cH:9][cH:10]1.[C:20](=[O:21])([O:22][C:23]([CH3:24])([CH3:25])[CH3:26])[O:27][C:28]([O-:29])=[O:30].[CH3:34][CH2:35][O:36][C:37](=[O:38])[CH3:39].[CH:11]([N:12]([CH2:13][CH3:14])[CH:15]([CH3:16])[CH3:17])([CH3:18])[CH3:19].[Cl:31][CH2:32][Cl:33].[ClH:1]>>[Br:2][c:3]1[cH:4][c:5]([CH2:6][NH:7][C:20](=[O:21])[O:22][C:23]([CH3:24])([CH3:25])[CH3:26])[cH:8][cH:9][cH:10]1. Reactants: Cc1cc(C)c(N)c([N+](=O)[O-])c1, CN(C)C(=O)CCl, CN(C)C=O. Yields the product Cc1cc(C)c(NCC(=O)N(C)C)c([N+](=O)[O-])c1. As a reaction SMILES: [CH3:1][c:2]1[c:3]([NH2:4])[c:5]([N+:10](=[O:11])[O-:12])[cH:6][c:7]([CH3:9])[cH:8]1.[Cl:13][CH2:14][C:15](=[O:16])[N:17]([CH3:18])[CH3:19].[O:20]=[CH:21][N:22]([CH3:23])[CH3:24]>>[CH3:1][c:2]1[c:3]([NH:4][CH2:14][C:15](=[O:16])[N:17]([CH3:18])[CH3:19])[c:5]([N+:10](=[O:11])[O-:12])[cH:6][c:7]([CH3:9])[cH:8]1. Starting materials: [H-].[Na+] (sodium hydride), ClC1=NC=C2NC(C(CN(C2=N1)C(C)C)(CC)CC)=O (10-chloro-4,4-diethyl-2-propan-2-yl-2,6,9,11-tetrazabicyclo[5.4.0]undeca-7,9,11-trien-5-one), ClC1=NC=C2NC(C(CN(C2=N1)C(C)C)(CC)CC)=O (10-chloro-4,4-diethyl-2-propan-2-yl-2,6,9,11-tetrazabicyclo[5.4.0]undeca-7,9,11-trien-5-one), CI (methyl iodide). Solvent: C(Cl)Cl (DCM), C(C)OCC (diethyl ether), CC(=O)N(C)C (DMA). Run at temperature 3 celsius, time 8 hour. Product: ClC1=NC=C2N(C(C(CN(C2=N1)C(C)C)(CC)CC)=O)C (10-chloro-4,4-diethyl-6-methyl-2-propan-2-yl-2,6,9,11-tetrazabicyclo[5.4.0]undeca-7,9,11-trien-5-one). Reaction SMILES: [Cl:1][C:2]1[N:12]=[C:11]2[C:5]([NH:6][C:7](=[O:20])[C:8]([CH2:18][CH3:19])([CH2:16][CH3:17])[CH2:9][N:10]2[CH:13]([CH3:15])[CH3:14])=[CH:4][N:3]=1.[CH3:21]I.[H-].[Na+]>CC(N(C)C)=O.C(Cl)Cl.C(OCC)C>[Cl:1][C:2]1[N:12]=[C:11]2[C:5]([N:6]([CH3:21])[C:7](=[O:20])[C:8]([CH2:16][CH3:17])([CH2:18][CH3:19])[CH2:9][N:10]2[CH:13]([CH3:15])[CH3:14])=[CH:4][N:3]=1 |f:2.3|. Procedure details: To a stirred solution of 10-chloro-4,4-diethyl-2-propan-2-yl-2,6,9,11-tetrazabicyclo[5.4.0]undeca-7,9,11-trien-5-one (Intermediate 197; 2.7 g, 9.1 mmol) in DMA (50 mL) under nitrogen was added methyl iodide (0.627 mL, 10.0 mmol). The mixture was cooled on an ice/water bath to 3° C., and sodium hydride (60% mineral oil dispersion; 0.567 g, 11.8 mmol) added in one portion. The reaction was stirred overnight. The reaction was evaporated to dryness to afford a yellow solid, this was quenched with sa... The reactants are ClC1=CC=CC(=N1)NC1=CC=C(C=C1)OC (6-chloro-N-(4-methoxyphenyl)pyridin-2-amine), C(CN)CO (n-propanolamine). Yields the product COC1=CC=C(C=C1)NC1=CC=CC(=N1)NCCCO (3-(6-(4-Methoxyphenylamino)pyridin-2-ylamino)propan-1-ol). The yield is 64.0%. RXN SMILES: Cl[C:2]1[N:7]=[C:6]([NH:8][C:9]2[CH:14]=[CH:13][C:12]([O:15][CH3:16])=[CH:11][CH:10]=2)[CH:5]=[CH:4][CH:3]=1.[CH2:17]([CH2:20][OH:21])[CH2:18][NH2:19]>>[CH3:16][O:15][C:12]1[CH:13]=[CH:14][C:9]([NH:8][C:6]2[N:7]=[C:2]([NH:19][CH2:18][CH2:17][CH2:20][OH:21])[CH:3]=[CH:4][CH:5]=2)=[CH:10][CH:11]=1. Procedure: 95 mg of 6-chloro-N-(4-methoxyphenyl)pyridin-2-amine were mixed with 244 mg of n-propanolamine and the mixture obtained was treated in a vial analogously to the method as set out in Example 16b. 3-(6-(4-Methoxyphenylamino)pyridin-2-ylamino)propan-1-ol was obtained in the form of a brown oil. Starting materials: ClC=1C2=C(N=CN1)C=C(S2)I (4-chloro-6-iodothieno[3,2-d]pyrimidine), TEA, C(C1=CC=CC=C1)N1CCNCC1 (1-Benzyl-piperazine). Solvent: ClCCCl (DCE). The product is C(C1=CC=CC=C1)N1CCN(CC1)C=1N=CC2=C(N1)C=C(S2)I ((4-Benzyl-piperazin-1-yl)-6-iodothieno[3,2-d]pyrimidine). Yield: 88.2%. Reaction SMILES: Cl[C:2]1[C:3]2[S:10][C:9]([I:11])=[CH:8][C:4]=2[N:5]=[CH:6][N:7]=1.[CH2:12]([N:19]1[CH2:24][CH2:23][NH:22][CH2:21][CH2:20]1)[C:13]1[CH:18]=[CH:17][CH:16]=[CH:15][CH:14]=1>ClCCCl>[CH2:12]([N:19]1[CH2:24][CH2:23][N:22]([C:6]2[N:7]=[CH:2][C:3]3[S:10][C:9]([I:11])=[CH:8][C:4]=3[N:5]=2)[CH2:21][CH2:20]1)[C:13]1[CH:14]=[CH:15][CH:16]=[CH:17][CH:18]=1. Procedure details: To a solution of 4-chloro-6-iodothieno[3,2-d]pyrimidine (0.5 g, 1.7 mmol) in DCE (5 mL)/TEA (1 mL) was added 1-Benzyl-piperazine (0.3 g, 1.69 mmol). The mixture was refluxed for 1 hour. The solvent was removed and the residue was subject to chromatography on silica gel to afford (4-Benzyl-piperazin-1-yl)-6-iodothieno[3,2-d]pyrimidine (0.65 g, 88%). 1H NMR (CDCl3, 400 Hz) δ 8.47 (s, 1H) 7.60 (s, 1H), 7.35-7.23 (m, 5H), 3.95-3.92 (m, 4H), 3.51 (s, 2H), 2.59-2.54 (m, 4H). MS (ESI+) [M+H]+ 437.